Task: describe an organic reaction: reactants, conditions, products, and yield. Dataset: the Open Reaction Database (ORD), a public repository of structured organic reaction records The reactants are CCOC(=O)C1(C(=O)OCC)Oc2ccc(CC(C)NCC(O)c3cccc(Cl)c3)cc2O1, O=C(Cl)OCC(Cl)(Cl)Cl, ClCCl, Cl. Product: CCOC(=O)C1(C(=O)OCC)Oc2ccc(CC(C)N(CC(O)c3cccc(Cl)c3)C(=O)OCC(Cl)(Cl)Cl)cc2O1. Reaction SMILES: [CH2:2]([CH3:3])[O:4][C:5](=[O:6])[C:7]1([C:30](=[O:31])[O:32][CH2:33][CH3:34])[O:8][c:9]2[c:10]([cH:12][cH:13][c:14]([CH2:16][CH:17]([CH3:18])[NH:19][CH2:20][CH:21]([OH:22])[c:23]3[cH:24][c:25]([Cl:29])[cH:26][cH:27][cH:28]3)[cH:15]2)[O:11]1.[Cl:35][C:36](=[O:37])[O:38][CH2:39][C:40]([Cl:41])([Cl:42])[Cl:43].[Cl:44][CH2:45][Cl:46].[ClH:1]>>[CH2:2]([CH3:3])[O:4][C:5](=[O:6])[C:7]1([C:30](=[O:31])[O:32][CH2:33][CH3:34])[O:8][c:9]2[c:10]([cH:12][cH:13][c:14]([CH2:16][CH:17]([CH3:18])[N:19]([CH2:20][CH:21]([OH:22])[c:23]3[cH:24][c:25]([Cl:29])[cH:26][cH:27][cH:28]3)[C:36](=[O:37])[O:38][CH2:39][C:40]([Cl:41])([Cl:42])[Cl:43])[cH:15]2)[O:11]1. The reactants are CI, [K+], [K+], O=C1CCc2cc([N+](=O)[O-])ccc2N1, O=C([O-])[O-], CN(C)C=O, O. Yields the product CN1C(=O)CCc2cc([N+](=O)[O-])ccc21. RXN SMILES: [CH3:21][I:22].[K+:15].[K+:16].[N+:1](=[O:2])([O-:3])[c:4]1[cH:5][c:6]2[c:11]([cH:12][cH:13]1)[NH:10][C:9](=[O:14])[CH2:8][CH2:7]2.[O-:17][C:18]([O-:19])=[O:20].[O:24]=[CH:25][N:26]([CH3:27])[CH3:28].[OH2:23]>>[N+:1](=[O:2])([O-:3])[c:4]1[cH:5][c:6]2[c:11]([cH:12][cH:13]1)[N:10]([CH3:18])[C:9](=[O:14])[CH2:8][CH2:7]2. The reactants are C(C=C)SC1C(C(N1CC(=O)O)=O)CC (2-(4-allylthio-3-ethylazetidin-2-on-1-yl)acetic acid), C([O-])([O-])=O.[Na+].[Na+] (sodium carbonate), [N+](=O)([O-])C1=CC=C(CBr)C=C1 (4-nitrobenzyl bromide). Run in CC(=O)N(C)C (dimethylacetamide). Run at time 20 minute. The product is C(C=C)SC1C(C(N1CC(=O)OCC1=CC=C(C=C1)[N+](=O)[O-])=O)CC (4-Nitrobenzyl 2-(4-allylthio-3-ethylazetidin-2-on-1-yl)acetate). RXN SMILES: [CH2:1]([S:4][CH:5]1[N:8]([CH2:9][C:10]([OH:12])=[O:11])[C:7](=[O:13])[CH:6]1[CH2:14][CH3:15])[CH:2]=[CH2:3].C(=O)([O-])[O-].[Na+].[Na+].[N+:22]([C:25]1[CH:32]=[CH:31][C:28]([CH2:29]Br)=[CH:27][CH:26]=1)([O-:24])=[O:23]>CC(N(C)C)=O>[CH2:1]([S:4][CH:5]1[N:8]([CH2:9][C:10]([O:12][CH2:29][C:28]2[CH:31]=[CH:32][C:25]([N+:22]([O-:24])=[O:23])=[CH:26][CH:27]=2)=[O:11])[C:7](=[O:13])[CH:6]1[CH2:14][CH3:15])[CH:2]=[CH2:3] |f:1.2.3|. Reported procedure: A mixture of 2.5 g of 2-(4-allylthio-3-ethylazetidin-2-on-1-yl)acetic acid, 8 ml of dimethylacetamide and 636 mg of anhydrous sodium carbonate was stirred under argon for 20 minutes, and then 2.59 g of 4-nitrobenzyl bromide were added. After 30 minutes further stirring, the mixture was partitioned between ethyl acetate and water. The organic layer was separated and was washed with saturated sodium bicarbonate, with water, with brine, was dried over MgSO4, and was evaporated in vacuo to dryness. ... Starting materials: CC(C)Br, O=C([O-])[O-], CCOC(C)=O, CN(C)C=O, [I-], [K+], [K+], [K+], COC(=O)c1ccc(C)c(O)c1. Reaction SMILES: [Br:19][CH:20]([CH3:21])[CH3:22].[C:13](=[O:14])([O-:15])[O-:16].[CH3:25][CH2:26][O:27][C:28](=[O:29])[CH3:30].[CH3:31][N:32]([CH3:33])[CH:34]=[O:35].[I-:24].[K+:17].[K+:18].[K+:23].[OH:1][c:2]1[cH:3][c:4]([C:5](=[O:6])[O:7][CH3:8])[cH:9][cH:10][c:11]1[CH3:12]>>[O:1]([c:2]1[cH:3][c:4]([C:5](=[O:6])[O:7][CH3:8])[cH:9][cH:10][c:11]1[CH3:12])[CH:20]([CH3:21])[CH3:22]. Yields the product COC(=O)c1ccc(C)c(OC(C)C)c1. Reaction SMILES: Br[C:2]1[CH:3]=[C:4]([C:14]([NH:16][CH2:17][C:18]2[C:19](=[O:28])[NH:20][C:21]([CH3:27])=[CH:22][C:23]=2[CH2:24][CH2:25][CH3:26])=[O:15])[C:5]2[CH:6]=[N:7][N:8]([CH:11]([CH3:13])[CH3:12])[C:9]=2[CH:10]=1.[CH3:29][N:30]1[CH2:35][CH2:34][NH:33][CH2:32][CH:31]1C1C=CC(B2OC(C)(C)C(C)(C)O2)=CN=1>>[CH3:12][CH:11]([N:8]1[C:9]2[CH:10]=[C:2]([C:18]3[CH:19]=[N:20][C:21]([N:33]4[CH2:32][CH2:31][N:30]([CH3:29])[CH2:35][CH2:34]4)=[CH:22][CH:23]=3)[CH:3]=[C:4]([C:14]([NH:16][CH2:17][C:18]3[C:19](=[O:28])[NH:20][C:21]([CH3:27])=[CH:22][C:23]=3[CH2:24][CH2:25][CH3:26])=[O:15])[C:5]=2[CH:6]=[N:7]1)[CH3:13]. Reported procedure: The title compound was prepared in a similar manner as described for the above example from 6-bromo-1-(1-methylethyl)-N-[(6-methyl-2-oxo-4-propyl-1,2-dihydro-3-pyridinyl)methyl]-1H-indazole-4-carboxamide (90 mg, 0.202 mmol) and 1-methyl[5-(4,4,5,5-tetramethyl-1,3,2-dioxaborolan-2-yl)-2-pyridinyl]piperazine (92 mg, 0.303 mmol). The final product was collected as a light brown solid (54 mg, 49%). 1H NMR (400 MHz, DMSO-d6)™ ppm 1H NMR (400 MHz, DMSO-d6)™ ppm 11.54 (br. s., 1H) 8.65 (d, J=2.27 Hz, 1... Yields the product CC(C)N1N=CC=2C(=CC(=CC12)C=1C=NC(=CC1)N1CCN(CC1)C)C(=O)NCC=1C(NC(=CC1CCC)C)=O (1-(1-methylethyl)-N-[(6-methyl-2-oxo-4-propyl-1,2-dihydro-3-pyridinyl)methyl]-6-[6-(4-methyl-1-piperazinyl)-3-pyridinyl]-1H-indazole-4-carboxamide). Starting materials: BrC=1C=C(C=2C=NN(C2C1)C(C)C)C(=O)NCC=1C(NC(=CC1CCC)C)=O (6-bromo-1-(1-methylethyl)-N-[(6-methyl-2-oxo-4-propyl-1,2-dihydro-3-pyridinyl)methyl]-1H-indazole-4-carboxamide), CN1C(CNCC1)C1=NC=C(C=C1)B1OC(C(O1)(C)C)(C)C (1-methyl[5-(4,4,5,5-tetramethyl-1,3,2-dioxaborolan-2-yl)-2-pyridinyl]piperazine). The reactants are Cc1ccccc1, Clc1cncc(Cl)n1, [K+], C1COCCOCCOCCOCCOCCO1, [OH-], N#Cc1cccc(CO)c1. The product is N#Cc1cccc(COc2cncc(Cl)n2)c1. As a reaction SMILES: [CH3:39][c:40]1[cH:41][cH:42][cH:43][cH:44][cH:45]1.[Cl:1][c:2]1[n:3][c:4]([Cl:8])[cH:5][n:6][cH:7]1.[K+:20].[O:21]1[CH2:22][CH2:23][O:24][CH2:25][CH2:26][O:27][CH2:28][CH2:29][O:30][CH2:31][CH2:32][O:33][CH2:34][CH2:35][O:36][CH2:37][CH2:38]1.[OH-:19].[OH:9][CH2:10][c:11]1[cH:12][c:13]([C:14]#[N:15])[cH:16][cH:17][cH:18]1>>[c:2]1([O:9][CH2:10][c:11]2[cH:12][c:13]([C:14]#[N:15])[cH:16][cH:17][cH:18]2)[n:3][c:4]([Cl:8])[cH:5][n:6][cH:7]1. Reactants: BrC1=NC=CC=C1 (2-bromo-pyridine), C(C)(C)(C)OC(N(C(CCC#C)=O)C1=C(C=CC=C1)F)=O ((2-fluoro-phenyl)-pent-4-ynoyl-carbamic acid tert-butyl ester). Yields the product C(C)(C)(C)OC(N(C(CCC#CC1=NC=CC=C1)=O)C1=C(C=CC=C1)F)=O ((2-fluoro-phenyl)-(5-pyridin-2-yl-pent-4-ynoyl)-carbamic acid-tert-butyl ester). The yield is 75.6%. Reaction SMILES: Br[C:2]1[CH:7]=[CH:6][CH:5]=[CH:4][N:3]=1.[C:8]([O:12][C:13](=[O:28])[N:14]([C:21]1[CH:26]=[CH:25][CH:24]=[CH:23][C:22]=1[F:27])[C:15](=[O:20])[CH2:16][CH2:17][C:18]#[CH:19])([CH3:11])([CH3:10])[CH3:9]>>[C:8]([O:12][C:13](=[O:28])[N:14]([C:21]1[CH:26]=[CH:25][CH:24]=[CH:23][C:22]=1[F:27])[C:15](=[O:20])[CH2:16][CH2:17][C:18]#[C:19][C:2]1[CH:7]=[CH:6][CH:5]=[CH:4][N:3]=1)([CH3:11])([CH3:9])[CH3:10]. Procedure: The title compound was prepared in accordance with the general method of Example 1, from 2-bromo-pyridine (136 mg, 0.86 mmol) and (2-fluoro-phenyl)-pent-4-ynoyl-carbamic acid tert-butyl ester (250 mg, 0.86 mmol). The crude residue was purified by flash chromatography (cyclohexane/AcOEt 4:1) to yield 240 mg (0.65 mmol, 76%) of (2-fluoro-phenyl)-(5-pyridin-2-yl-pent-4-ynoyl)-carbamic acid-tert-butyl ester as a white solid. The reactants are O (water), [Si](C)(C)(C(C)(C)C)Cl (tert-butyldimethylsilyl chloride), N1C=NC=C1 (imidazole), C1(=CC=CC=C1)C1=NC2=C(C=CC=C2C=C1C)[C@@H](CO)O (2-phenyl-3-methyl-8-(1-(S),2-dihydroxyethyl)-quinoline). The solvent is CN(C=O)C (dimethylformamide). Run at time 16 hour. Yields the product C1(=CC=CC=C1)C1=NC2=C(C=CC=C2C=C1C)[C@@H](CO[Si](C)(C)C(C)(C)C)O (2-phenyl-3-methyl-8-(1-(S)-hydroxy-2-[tert-butyldimethylsilyloxy]ethyl)quinoline). Yield: 92.0%. RXN SMILES: [Si:1](Cl)([C:4]([CH3:7])([CH3:6])[CH3:5])([CH3:3])[CH3:2].N1C=CN=C1.[C:14]1([C:20]2[C:29]([CH3:30])=[CH:28][C:27]3[C:22](=[C:23]([C@H:31]([OH:34])[CH2:32][OH:33])[CH:24]=[CH:25][CH:26]=3)[N:21]=2)[CH:19]=[CH:18][CH:17]=[CH:16][CH:15]=1.O>CN(C)C=O>[C:14]1([C:20]2[C:29]([CH3:30])=[CH:28][C:27]3[C:22](=[C:23]([C@H:31]([OH:34])[CH2:32][O:33][Si:1]([C:4]([CH3:7])([CH3:6])[CH3:5])([CH3:3])[CH3:2])[CH:24]=[CH:25][CH:26]=3)[N:21]=2)[CH:15]=[CH:16][CH:17]=[CH:18][CH:19]=1. Procedure: 3.7 g (24.3 mmol) of tert-butyldimethylsilyl chloride and 3.4 g of (50 mmol) of imidazole are added at ambient temperature to a solution of 6.5 g (23.2 mmol) of 2-phenyl-3-methyl-8-(1-(S),2-dihydroxyethyl)-quinoline in 200 ml of dimethylformamide. The reaction medium is stirred for 16 hours. After addition of 200 ml of distilled water, the reaction mixture is extracted with 3×200 ml of ethyl acetate. The organic phases are combined, washed with 300 ml of distilled water, dried over magnesium sul...